This data is from the Open Reaction Database (ORD), a public repository of structured organic reaction records. The task is: describe an organic reaction: reactants, conditions, products, and yield Reactants: [Mg] (Magnesium), BrCCCC1=CC=CC=C1 (1-bromo-3-phenylpropane), [Cl-].[NH4+] (ammonium chloride), CC1=C(N2C(S1)=NC=C2C=O)C (2,3-Dimethylimidazo[2,1-b]thiazole-5-carboxaldehyde). Solvent: CCOCC (ether), CCOCC (ether). Product: CC1=C(N2C(S1)=NC=C2C(O)CCCC2=CC=CC=C2)C (2,3-Dimethyl-α-(3-phenylpropyl)imidazo-[2,1-b]thiazole-5-methanol). Yield: 31.7%. As a reaction SMILES: [Mg].Br[CH2:3][CH2:4][CH2:5][C:6]1[CH:11]=[CH:10][CH:9]=[CH:8][CH:7]=1.[CH3:12][C:13]1[S:17][C:16]2=[N:18][CH:19]=[C:20]([CH:21]=[O:22])[N:15]2[C:14]=1[CH3:23].[Cl-].[NH4+]>CCOCC>[CH3:12][C:13]1[S:17][C:16]2=[N:18][CH:19]=[C:20]([CH:21]([CH2:3][CH2:4][CH2:5][C:6]3[CH:11]=[CH:10][CH:9]=[CH:8][CH:7]=3)[OH:22])[N:15]2[C:14]=1[CH3:23] |f:3.4|. Procedure details: Magnesium (0.29 g) in ether was treated with 1-bromo-3-phenylpropane (2.38 g) and reacted for 5 hours. Solid 2,3-Dimethylimidazo[2,1-b]thiazole-5-carboxaldehyde (Formula A-6) (0.72 g) was added and the viscous mixture was reacted for 1.5 hours. The thick suspension was diluted with ether and poured into cold 5% ammonium chloride solution. The mixture was extracted with ethyl acetate, the extract was dried and evaporated to a semi-crystalline residue (1.6 g). The residue, containing unreacted 2,3...